describe an organic reaction: reactants, conditions, products, and yield From a dataset of the Open Reaction Database (ORD), a public repository of structured organic reaction records. Reactants: ClC=1N=C(C2=C(N1)SC=C2C2=CC=CC=C2)Cl (2,4-Dichloro-5-phenyl-thieno[2,3-d]pyrimidine), [NH4+].[OH-] (NH4OH). Reagents/catalysts: [Zn] (zinc). Run in C(C)(=O)OCC (ethyl acetate), C(C)O (ethanol). The product is ClC=1N=CC2=C(N1)SC=C2C2=CC=CC=C2 (2-chloro-5-phenyl-thieno[2,3-d]pyrimidine). Yield: 29.6%. RXN SMILES: [Cl:1][C:2]1[N:3]=[C:4](Cl)[C:5]2[C:10]([C:11]3[CH:16]=[CH:15][CH:14]=[CH:13][CH:12]=3)=[CH:9][S:8][C:6]=2[N:7]=1.[NH4+].[OH-]>C(O)C.C(OCC)(=O)C.[Zn]>[Cl:1][C:2]1[N:3]=[CH:4][C:5]2[C:10]([C:11]3[CH:16]=[CH:15][CH:14]=[CH:13][CH:12]=3)=[CH:9][S:8][C:6]=2[N:7]=1 |f:1.2|. Procedure details: 2,4-Dichloro-5-phenyl-thieno[2,3-d]pyrimidine (1 g, 3.56 mmol) and zinc dust (2.34 g, 35.6 mmol) were combined and stirred in ethanol (10 mL). NH4OH (1 mL) was added and the reaction heated to reflux for 2 hours. The reaction mixture was allowed to cool to room temperature, diluted with ethyl acetate (50 mL) and filtered through celite. The filtrate was washed with water (100 mL), dried over Na2SO4 and concentrated at reduced pressure. The resulting residue was purified by flash chromatography, ... Starting materials: C(C)N(C(C)C)C(C)C (N-Ethyl-N-isopropylpropan-2-amine), CN(C=O)C (N,N-dimethylformamide), C1COCCC1CC(=O)O (tetrahydropyranyl-4-acetic acid), S(=O)(Cl)Cl (thionyl chloride), BrC1=CC=C(N)C=C1 (4-bromoaniline). The solvent is C(Cl)Cl (DCM), [Cl-].[NH4+] (ammonium chloride), C(Cl)Cl (DCM). Reaction conditions: time 1 hour. Yields the product crude material, BrC1=CC=C(C=C1)NC(CC1CCOCC1)=O (N-(4-bromophenyl)-2-(tetrahydro-2H-pyran-4-yl)acetamide). As a reaction SMILES: CN(C)C=O.[CH2:6]1[CH:11]([CH2:12][C:13]([OH:15])=O)[CH2:10][CH2:9][O:8][CH2:7]1.S(Cl)(Cl)=O.C(N(C(C)C)C(C)C)C.[Br:29][C:30]1[CH:36]=[CH:35][C:33]([NH2:34])=[CH:32][CH:31]=1>C(Cl)Cl.[Cl-].[NH4+]>[Br:29][C:30]1[CH:36]=[CH:35][C:33]([NH:34][C:13](=[O:15])[CH2:12][CH:11]2[CH2:6][CH2:7][O:8][CH2:9][CH2:10]2)=[CH:32][CH:31]=1 |f:6.7|. Reported procedure: N,N-dimethylformamide (0.27 mL, 3.47 mmol) was added to a solution of tetrahydropyranyl-4-acetic acid (5.0 g, 34.7 mmol) and thionyl chloride (2.53 mL, 34.7 mmol) in DCM (200 mL) at 0° C. After stirring 1 h at RT the solution was cooled to 0° C. N-Ethyl-N-isopropylpropan-2-amine (15.14 mL, 87 mmol) was added, followed by 4-bromoaniline (5.97 g, 34.7 mmol) in 20 mL DCM were added slowly and the solution was stirred at 0° C. After 1 h the reaction was diluted with saturated ammonium chloride and t...